This data is from the Open Reaction Database (ORD), a public repository of structured organic reaction records. The task is: describe an organic reaction: reactants, conditions, products, and yield Reactants: S1C(=NC2=C1C=CC=C2)NC(=S)N2C=NC=C2 (1-[(2-benzothiazolyl)thiocarbamoyl]imidazole), COC1=CC=C(C=C1)CCN (2-(4-methoxyphenyl)ethylamine). Solvent: CN(C=O)C (N,N-dimethylformamide). The product is COC1=CC=C(C=C1)CCNC(=S)NC=1SC2=C(N1)C=CC=C2 (N-[2-(4-methoxyphenyl)ethyl]-N'-[2-benzothiazolyl]thiourea). Isolated yield 61.9%. RXN SMILES: [S:1]1[C:5]2[CH:6]=[CH:7][CH:8]=[CH:9][C:4]=2[N:3]=[C:2]1[NH:10][C:11]([N:13]1[CH:17]=[CH:16]N=C1)=[S:12].[CH3:18][O:19][C:20]1[CH:25]=[CH:24][C:23](CCN)=[CH:22][CH:21]=1>CN(C)C=O>[CH3:18][O:19][C:20]1[CH:25]=[CH:24][C:23]([CH2:16][CH2:17][NH:13][C:11]([NH:10][C:2]2[S:1][C:5]3[CH:6]=[CH:7][CH:8]=[CH:9][C:4]=3[N:3]=2)=[S:12])=[CH:22][CH:21]=1. Procedure: A solution of 1-[(2-benzothiazolyl)thiocarbamoyl]imidazole (1.04 g, 4 mmol) and 2-(4-methoxyphenyl)ethylamine (0.62 g, 4 mmol) in N,N-dimethylformamide (15 mL) was stirred at 100° C. for 1 h, the reaction was cooled to room temperature and the solvent removed in vacuo. The residue was crystallized from ethyl acetate to provide 0.85 g (62%) of the title product: Starting materials: BrCC(=O)C=1C=CC(=NC1)N1N=CN=C1 (5-(2-bromoacetyl)-2-(1H-1,2,4-triazole-1-yl)pyridine), NC1=NC=C(C=C1)I (2-amino-5-iodopyridine). The solvent is C(C)#N (acetonitrile). Conditions: temperature 100 celsius. The product is IC=1C=CC=2N(C1)C=C(N2)C=2C=CC(=NC2)N2N=CN=C2 (6-iodo-2-[2-(1H-1,2,4-triazole-1-yl)pyridine-5-yl]imidazo[1,2-a]pyridine). Isolated yield 70.7%. RXN SMILES: Br[CH2:2][C:3]([C:5]1[CH:6]=[CH:7][C:8]([N:11]2[CH:15]=[N:14][CH:13]=[N:12]2)=[N:9][CH:10]=1)=O.[NH2:16][C:17]1[CH:22]=[CH:21][C:20]([I:23])=[CH:19][N:18]=1>C(#N)C>[I:23][C:20]1[CH:21]=[CH:22][C:17]2[N:18]([CH:2]=[C:3]([C:5]3[CH:6]=[CH:7][C:8]([N:11]4[CH:15]=[N:14][CH:13]=[N:12]4)=[N:9][CH:10]=3)[N:16]=2)[CH:19]=1. Procedure: 657 mg (corresponding to 2.46 mmol) of 5-(2-bromoacetyl)-2-(1H-1,2,4-triazole-1-yl)pyridine and 541 mg (corresponding to 2.46 mmol) of 2-amino-5-iodopyridine were dissolved in 5.0 mL of acetonitrile. The resulting solution was heated under reflux for 1.5 hours in an oil bath at 100° C. After the completion of the reaction, the reaction solution was cooled down to room temperature, and precipitates were filtered. The precipitates were washed with acetonitrile and dried under reduced pressure. The... The product is COC(=O)C(C)(NC(=O)C(C)Oc1ncnc(C(F)(F)F)c1Cl)C(C)C. Reaction SMILES: [CH2:2]([N:3]=[C:4]=[N:5][CH2:6][CH2:7][CH2:8][N:9]([CH3:10])[CH3:11])[CH3:12].[CH2:41]([Cl:42])[Cl:43].[Cl:13][c:14]1[c:15]([O:24][CH:25]([C:26](=[O:27])[OH:28])[CH3:29])[n:16][cH:17][n:18][c:19]1[C:20]([F:21])([F:22])[F:23].[ClH:1].[NH2:30][C:31]([C:32](=[O:33])[O:34][CH3:35])([CH:36]([CH3:37])[CH3:38])[CH3:39].[OH2:40]>>[Cl:13][c:14]1[c:15]([O:24][CH:25]([C:26](=[O:28])[NH:30][C:31]([C:32](=[O:33])[O:34][CH3:35])([CH:36]([CH3:37])[CH3:38])[CH3:39])[CH3:29])[n:16][cH:17][n:18][c:19]1[C:20]([F:21])([F:22])[F:23]. Reactants: CCN=C=NCCCN(C)C, ClCCl, CC(Oc1ncnc(C(F)(F)F)c1Cl)C(=O)O, Cl, COC(=O)C(C)(N)C(C)C, O. Reactants: CCOC(=O)N1CCN(CCOC(C)(c2ccc(F)cc2)c2ccc(F)cc2)CC1, [K+], [OH-], OCCO. The product is CC(OCCN1CCNCC1)(c1ccc(F)cc1)c1ccc(F)cc1. Reaction SMILES: [F:1][c:2]1[cH:3][cH:4][c:5]([C:8]([CH3:9])([O:10][CH2:11][CH2:12][N:13]2[CH2:14][CH2:15][N:16]([C:19]([O:20][CH2:21][CH3:22])=[O:23])[CH2:17][CH2:18]2)[c:24]2[cH:25][cH:26][c:27]([F:30])[cH:28][cH:29]2)[cH:6][cH:7]1.[K+:32].[OH-:31].[OH:33][CH2:34][CH2:35][OH:36]>>[F:1][c:2]1[cH:3][cH:4][c:5]([C:8]([CH3:9])([O:10][CH2:11][CH2:12][N:13]2[CH2:14][CH2:15][NH:16][CH2:17][CH2:18]2)[c:24]2[cH:25][cH:26][c:27]([F:30])[cH:28][cH:29]2)[cH:6][cH:7]1. Starting materials: ClC1=C(C(=O)O)C=C(C(=C1C)Cl)[N+](=O)[O-] (2,4-dichloro-3-methyl-5-nitrobenzoic acid), [O-]S(=O)S(=O)[O-].[Na+].[Na+] (Na2S2O4), C([O-])([O-])=O.[Na+].[Na+] (sodium carbonate), Cl (HCl). Solvent: COCCO (glycol monomethyl ether), O (water), O (water). The product is C1=CC(=CC=C1C(=O)O)N (aminobenzoic acid). As a reaction SMILES: Cl[C:2]1[C:10](C)=[C:9](Cl)[C:8]([N+:13]([O-])=O)=[CH:7][C:3]=1C(O)=O.[O-]S(S([O-])=O)=O.[Na+].[Na+].Cl.[C:25](=[O:28])([O-])[O-:26].[Na+].[Na+]>COCCO.O>[CH:3]1[C:2]([C:25]([OH:26])=[O:28])=[CH:10][CH:9]=[C:8]([NH2:13])[CH:7]=1 |f:1.2.3,5.6.7|. Procedure details: 55 g of 2,4-dichloro-3-methyl-5-nitrobenzoic acid and 141.6 g of Na2S2O4 are boiled in a mixture of 440 ml of glycol monomethyl ether and 440 ml of water for 3 hours. 620 ml of 1/2-concentrated HCl are added to the still warm solution and the mixture is then boiled up once more. After cooling to room temperature, the mixture is poured into 1.5 l of water and brought to pH 5 with sodium carbonate. 24.6 g of aminobenzoic acid are obtained. Melting point: 202°-3°. Reactants: C(C)(=O)C1C(OCC1)=O (3-acetyl-dihydro-2(3H)-furanone), [OH-].[Na+] (sodium hydroxide), C(C1=CC=CC=C1)=O (benzaldehyde). The product is C1(=CC=CC=C1)C1C(OCC1=C)=O (3-phenyl methylene-dihydro-2(3H)-furanone). Reaction SMILES: C([CH:4]1[CH2:8][CH2:7][O:6][C:5]1=[O:9])(=O)C.[OH-].[Na+].[CH:12](=O)[C:13]1[CH:18]=[CH:17][CH:16]=[CH:15][CH:14]=1>>[C:13]1([CH:12]2[C:8](=[CH2:4])[CH2:7][O:6][C:5]2=[O:9])[CH:18]=[CH:17][CH:16]=[CH:15][CH:14]=1 |f:1.2|. Procedure details: The reaction was repeated using 3-acetyl-dihydro-2(3H)-furanone, sodium hydroxide and benzaldehyde to produce 3-phenyl methylene-dihydro-2(3H)-furanone. The crude yellow solid obtained from the reaction was recrystallized from chloroform to recover 3-phenylmethylene-dihydro-2(3H)-furanone, a yellow crystalline solid melting at 116° C. Proton and carbon nuclear magnetic resonance spectra for the product were as follows: 1HNMR (CDCl3) δ7.526(t,1H, J=3 Hz), 7.45 (m,5H), 4.42(t,2H, J=7.6 Hz) 3.208 (...